Dataset: the Open Reaction Database (ORD), a public repository of structured organic reaction records. Task: describe an organic reaction: reactants, conditions, products, and yield Starting materials: O=C(Cl)c1ccncc1, CC(C)(C)NNC(=O)c1ccccc1, Cc1ccccc1, Cl, [Na+], [OH-], O. The product is CC(C)(C)N(NC(=O)c1ccccc1)C(=O)c1ccncc1. As a reaction SMILES: [C:16]([c:17]1[cH:18][cH:19][n:20][cH:21][cH:22]1)(=[O:23])[Cl:24].[C:1]([CH3:2])([CH3:3])([CH3:4])[NH:5][NH:6][C:7]([c:8]1[cH:9][cH:10][cH:11][cH:12][cH:13]1)=[O:14].[CH3:27][c:28]1[cH:29][cH:30][cH:31][cH:32][cH:33]1.[ClH:15].[Na+:26].[OH-:25].[OH2:34]>>[C:1]([CH3:2])([CH3:3])([CH3:4])[N:5]([NH:6][C:7]([c:8]1[cH:9][cH:10][cH:11][cH:12][cH:13]1)=[O:14])[C:16]([c:17]1[cH:18][cH:19][n:20][cH:21][cH:22]1)=[O:23]. Starting materials: COCCOC, [O-][n+]1nc(Cl)nc2cc3c(cc21)CCC3, NCCN1CCOCC1. The product is [O-][n+]1nc(NCCN2CCOCC2)nc2cc3c(cc21)CCC3. Reaction SMILES: [CH3:25][O:26][CH2:27][CH2:28][O:29][CH3:30].[Cl:10][c:11]1[n:12][n+:13]([O-:24])[c:14]2[c:15]([n:16]1)[cH:17][c:18]1[c:22]([cH:23]2)[CH2:21][CH2:20][CH2:19]1.[O:1]1[CH2:2][CH2:3][N:4]([CH2:7][CH2:8][NH2:9])[CH2:5][CH2:6]1>>[O:1]1[CH2:2][CH2:3][N:4]([CH2:7][CH2:8][NH:9][c:11]2[n:12][n+:13]([O-:24])[c:14]3[c:15]([n:16]2)[cH:17][c:18]2[c:22]([cH:23]3)[CH2:21][CH2:20][CH2:19]2)[CH2:5][CH2:6]1.